Task: describe an organic reaction: reactants, conditions, products, and yield. Dataset: the Open Reaction Database (ORD), a public repository of structured organic reaction records Product: C[C@@H]1C(=O)O[C@H](C(=O)O1)C (meso-lactide). Reactants: lactide, lactide, C(C(O)C)(=O)O (lactic acid), C(CCC(=O)O)(=O)O (succinic acid). Reported procedure: Succinic anhydride is often a significant component of the intermediate-boiling impurities. Succinic anhydride can be separated from meso-lactide by washing the meso-lactide stream with a weakly basic aqueous phase. A suitable pH of the washing solution is in the range of from about 7.2 to about 11. This is believed to hydrolyze the succinic anhydride to form succinic acid. Some of the lactide may also be hydrolyzed to form mainly linear oligomers and possibly some lactic acid. The succinic acid... As a reaction SMILES: [C:1]([OH:6])(=[O:5])[CH:2]([CH3:4])[OH:3].C(O)(=O)[CH2:8][CH2:9][C:10](O)=[O:11]>>[CH3:4][C@H:2]1[O:3][C:10](=[O:11])[C@H:9]([CH3:8])[O:6][C:1]1=[O:5]. Reactants: OC=1C=C(C(=O)O)C(=CC1O)Cl (3,4-dihydroxy-6-chlorobenzoic acid), C1(=CC=CC=C1)C (toluene). The solvent is C(C)O (ethanol). Yields the product C(C)OC(C1=CC(=C(C=C1Cl)O)O)=O (6-chloro-3,4-dihydroxybenzoic acid ethyl ester). Isolated yield 95.0%. As a reaction SMILES: [OH:1][C:2]1[CH:3]=[C:4]([C:8]([Cl:12])=[CH:9][C:10]=1[OH:11])[C:5]([OH:7])=[O:6].[C:13]1(C)C=CC=C[CH:14]=1>C(O)C>[CH2:13]([O:6][C:5](=[O:7])[C:4]1[C:8]([Cl:12])=[CH:9][C:10]([OH:11])=[C:2]([OH:1])[CH:3]=1)[CH3:14]. Reported procedure: A solution of 3,4-dihydroxy-6-chlorobenzoic acid (48 g: 250 mMol.) in a mixture of toluene (180 ml) and ethanol (180 ml) is heated under reflux under Dean Stark apparatus filled with Molecular Sieves for 12 hours. The reaction mixture is cooled and washed with aqueous sodium hydrogen carbonate and water, dried and concentrated under reduced pressure to give 6-chloro-3,4-dihydroxybenzoic acid ethyl ester (52.7 g). Yield: 95%. Reactants: C(C)(C)(C)OC(NCCCC(N1C(C2=CC=CC(=C2C1=O)N1CCN(CC1)[C@H](C)C1=CC=CC=C1)=O)C1=CC(=C(C=C1)OC)OC)=O ((4-(3,4-dimethoxy-phenyl)-4-{1,3-dioxo-4-[4-(1R)-(1-phenyl-ethyl)-piperazin-1-yl]-1,3-dihydro-isoindol-2-yl}-butyl)-carbamic acid tert-butyl ester), FC(C(=O)O)(F)F (Trifluoroacetic acid). The solvent is ClCCl (dichloromethane). Run at time 3 hour. Product: NCCCC(C1=CC(=C(C=C1)OC)OC)N1C(C2=CC=CC(=C2C1=O)N1CCN(CC1)[C@H](C)C1=CC=CC=C1)=O (2-[4-amino-1-(3,4-dimethoxy-phenyl)-butyl]-4-[4-(1R)-(1-phenyl-ethyl)-piperazin-1-yl]-isoindole-1,3-dione). The yield is 10.4%. Reaction SMILES: C(OC(=O)[NH:7][CH2:8][CH2:9][CH2:10][CH:11]([C:37]1[CH:42]=[CH:41][C:40]([O:43][CH3:44])=[C:39]([O:45][CH3:46])[CH:38]=1)[N:12]1[C:20](=[O:21])[C:19]2[C:14](=[CH:15][CH:16]=[CH:17][C:18]=2[N:22]2[CH2:27][CH2:26][N:25]([C@@H:28]([C:30]3[CH:35]=[CH:34][CH:33]=[CH:32][CH:31]=3)[CH3:29])[CH2:24][CH2:23]2)[C:13]1=[O:36])(C)(C)C.FC(F)(F)C(O)=O>ClCCl>[NH2:7][CH2:8][CH2:9][CH2:10][CH:11]([N:12]1[C:20](=[O:21])[C:19]2[C:14](=[CH:15][CH:16]=[CH:17][C:18]=2[N:22]2[CH2:27][CH2:26][N:25]([C@@H:28]([C:30]3[CH:31]=[CH:32][CH:33]=[CH:34][CH:35]=3)[CH3:29])[CH2:24][CH2:23]2)[C:13]1=[O:36])[C:37]1[CH:42]=[CH:41][C:40]([O:43][CH3:44])=[C:39]([O:45][CH3:46])[CH:38]=1. Reported procedure: A 10-mL round bottom flask was charge with Compound 65 (0.15 g, 2.0 mmol) and dichloromethane (2.0 mL). Trifluoroacetic acid (0.5 mL) was added and the mixture was stirred at room temperature for 3 h. The mixture was concentrated in vacuo to give Compound 66 (113 mg) as a yellow solid. 1H NMR (300 MHz, CDCl3) δ 7.63-7.69 (m, 1 H), 7.50-7.56 (m, 5 H), 7.40-7.42 (m, 1 H), 7.26-7.29 (m, 1 H), 7.13-7.18 (m, 1 H), 7.02-7.06 (m, 1 H), 6.88-6.92 (m, 1 H), 5.25 (q, J=7.0 Hz, 1 H), 4.47 (q, J=6.8 Hz, 1 H... Reactants: C=CC, F, Cc1cccc(C)c1. The product is Cc1cc(C)cc(C(C)C)c1. As a reaction SMILES: [CH2:10]=[CH:11][CH3:12].[FH:9].[c:1]1([CH3:8])[cH:2][c:3]([CH3:7])[cH:4][cH:5][cH:6]1>>[c:1]1([CH3:8])[cH:2][c:3]([CH3:7])[cH:4][c:5]([CH:11]([CH3:10])[CH3:12])[cH:6]1. Reactants: ClC(COC(CCC)=O)CC (2-chlorobutylbutyrate), C(C)(C)(C)OC(=O)NCC(CCC(=O)O)=O (5-(tert-butoxycarbonylamino)-4-oxopentanoic acid). RXN SMILES: [Cl:1][CH:2]([CH2:10][CH3:11])[CH2:3][O:4][C:5](=[O:9])[CH2:6][CH2:7][CH3:8].C(OC([NH:19][CH2:20][C:21](=[O:27])[CH2:22][CH2:23][C:24]([OH:26])=[O:25])=O)(C)(C)C>>[ClH:1].[C:5]([O:4][CH:3]([O:26][C:24](=[O:25])[CH2:23][CH2:22][C:21](=[O:27])[CH2:20][NH2:19])[CH2:2][CH2:10][CH3:11])(=[O:9])[CH2:6][CH2:7][CH3:8] |f:2.3|. The product is Cl.C(CCC)(=O)OC(CCC)OC(CCC(CN)=O)=O (1-(Butyryloxy)butyl-5-amino-4-oxopentanoate Hydrochloride). Procedure details: The compound was prepared as described in Procedures A and B above from 2-chlorobutylbutyrate and 5-(tert-butoxycarbonylamino)-4-oxopentanoic acid. 1H-NMR (300 MHz, CD3OD) ppm δ 0.95+0.96 (two t, J=6.6 Hz, 6H, two Me), 1.65 (m, 6H, CH3CH2CH2CO2+CH3CH2CH2CH), 2.27 (t, J=10.8 Hz, 2H, CH2CH2CH2CO2), 2.70 (“t”, 2H, COCH2CH2CO2), 2.87 (“t”, 2H, COCH2CH2CO2), 4.02 (s, 2H, CH2NH2), 6.72 (t, J=8.4 Hz, 1H, OCHO). The reactants are ClC1=CC=C(C(=O)N[C@@H]2CC[C@H](CC2)C2=CC=CC=C2)C=C1 (trans-N-(4-chlorobenzoyl)-4-phenylcyclohexylamine), [H-].[Na+] (sodium hydride), C(C)I (ethyliodide). The solvent is CN(C=O)C (dimethylformamide). The product is ClC1=CC=C(C(=O)N(CC)[C@@H]2CC[C@H](CC2)C2=CC=CC=C2)C=C1 (trans-N-(4-Chlorobenzoyl)-N-ethyl-4-phenylcyclohexylamine). RXN SMILES: [Cl:1][C:2]1[CH:22]=[CH:21][C:5]([C:6]([NH:8][C@H:9]2[CH2:14][CH2:13][C@H:12]([C:15]3[CH:20]=[CH:19][CH:18]=[CH:17][CH:16]=3)[CH2:11][CH2:10]2)=[O:7])=[CH:4][CH:3]=1.[H-].[Na+].[CH2:25](I)[CH3:26]>CN(C)C=O>[Cl:1][C:2]1[CH:22]=[CH:21][C:5]([C:6]([N:8]([C@H:9]2[CH2:10][CH2:11][C@H:12]([C:15]3[CH:16]=[CH:17][CH:18]=[CH:19][CH:20]=3)[CH2:13][CH2:14]2)[CH2:25][CH3:26])=[O:7])=[CH:4][CH:3]=1 |f:1.2|. Procedure: 1 g of trans-N-(4-chlorobenzoyl)-4-phenylcyclohexylamine in 20 ml of dimethylformamide are mixed with 0.14 g of 55% sodium hydride and after 15 minutes 0.62 g of ethyliodide are added. After 1 hour at ambient temperature the reaction solution is evaporated down, the residue is taken up in water, extracted with ethyl acetate and the organic phase is dried and evaporated down. After purification by column chromatography (silica gel, petroleum ether/ethyl acetate=4:1 to 3:1, v:v), 0.73 g of the tit...